This data is from the Open Reaction Database (ORD), a public repository of structured organic reaction records. The task is: describe an organic reaction: reactants, conditions, products, and yield Starting materials: C1(=CC=CC=C1)P(C1=CC=CC=C1)C1=CC=CC=C1 (Triphenylphosphine), N(=N\C(=O)OC(C)C)/C(=O)OC(C)C ((E)-diisopropyl diazene-1,2-dicarboxylate), CN(CCO)C (2-(dimethylamino) ethanol), COC1=CC(=CC(=C1OC)OC)/C=C/C(=O)N2CCC=CC2=O (piperlongumine). Solvent: C1(=CC=CC=C1)C (toluene), C1CCOC1 (THF). Conditions: time 10 minute. Yields the product C(C(=C)C)(=O)NC(\C=C\C)=O ((E)-N-methacryloylbut-2-enamide). The yield is 90.0%. Reaction SMILES: [C:1]1(P(C2C=CC=CC=2)C2C=CC=CC=2)C=CC=CC=1.N(/C(OC(C)C)=O)=N\C(OC(C)C)=O.COC1C(OC)=C(OC)C=C(/[CH:46]=[CH:47]/[C:48]([N:50]2[C:55](=[O:56])[CH:54]=[CH:53][CH2:52]C2)=[O:49])C=1.CN(C)CCO>C1(C)C=CC=CC=1.C1COCC1>[C:48]([NH:50][C:55](=[O:56])/[CH:54]=[CH:53]/[CH3:52])(=[O:49])[C:47]([CH3:46])=[CH2:1]. Procedure details: Experimental Procedure: Triphenylphosphine (92.0 mg, 0.35 mmol) and (E)-diisopropyl diazene-1,2-dicarboxylate (DIAD, 71.0 mg, 0.35 mmol) were dissolved to a 1:1 mixture of THF and toluene (4 mL); then mono-demethylated piperlongumine (50.0 mg, 0.18 mmol) was added. After 10 min, 2-(dimethylamino) ethanol (31.0 mg, 0.35 mmol) was added to the mixture. The reaction was stirred at room temperature for 3 h. At the end, the solvent was evaporated under vacuum, and the crude product was subjected to f... Reactants: C(C(=O)Cl)(=O)Cl (Oxalyl chloride), C1(CC1)CO\N=C(/C(=O)O)\C=1N=C(SC1)NC(C1=CC=CC=C1)(C1=CC=CC=C1)C1=CC=CC=C1 ((Z)-2-cyclopropylmethoxyimino-2-(2-tritylaminothiazol-4-yl)acetic acid), N[C@H]1[C@@H]2N(C(=C(CS2)COC(N)=O)C(=O)OC(C2=CC=CC=C2)C2=CC=CC=C2)C1=O (diphenylmethyl (6R,7R)-7-amino-3-carbamoyloxymethylceph-3-em-4-carboxylate), CN(C1=CC=CC=C1)C (N,N-dimethylaniline). Solvent: C(Cl)Cl (methylene chloride), CN(C=O)C (N,N-dimethylformamide), C(Cl)Cl (methylene chloride). Conditions: time 5 minute. Product: C(N)(=O)OCC=1CS[C@H]2N(C1C(=O)OC(C1=CC=CC=C1)C1=CC=CC=C1)C([C@H]2NC(\C(\C=2N=C(SC2)NC(C2=CC=CC=C2)(C2=CC=CC=C2)C2=CC=CC=C2)=N/OCC2CC2)=O)=O (Diphenylmethyl (6R,7R)-3-Carbamoyloxymethyl-7-[(Z)-2-cyclopropylmethoxyimino-2-(2-tritylaminothiazol-4-yl)acetamido]-ceph-3-em-4-carboxylate). Yield: 83.6%. RXN SMILES: C(Cl)(=O)C(Cl)=O.[CH:7]1([CH2:10][O:11]/[N:12]=[C:13](/[C:17]2[N:18]=[C:19]([NH:22][C:23]([C:36]3[CH:41]=[CH:40][CH:39]=[CH:38][CH:37]=3)([C:30]3[CH:35]=[CH:34][CH:33]=[CH:32][CH:31]=3)[C:24]3[CH:29]=[CH:28][CH:27]=[CH:26][CH:25]=3)[S:20][CH:21]=2)\[C:14]([OH:16])=O)[CH2:9][CH2:8]1.[NH2:42][C@@H:43]1[C:71](=[O:72])[N:45]2[C:46]([C:55]([O:57][CH:58]([C:65]3[CH:70]=[CH:69][CH:68]=[CH:67][CH:66]=3)[C:59]3[CH:64]=[CH:63][CH:62]=[CH:61][CH:60]=3)=[O:56])=[C:47]([CH2:50][O:51][C:52](=[O:54])[NH2:53])[CH2:48][S:49][C@H:44]12.CN(C)C1C=CC=CC=1>C(Cl)Cl.CN(C)C=O>[C:52]([O:51][CH2:50][C:47]1[CH2:48][S:49][C@@H:44]2[C@H:43]([NH:42][C:14](=[O:16])/[C:13](=[N:12]\[O:11][CH2:10][CH:7]3[CH2:8][CH2:9]3)/[C:17]3[N:18]=[C:19]([NH:22][C:23]([C:30]4[CH:31]=[CH:32][CH:33]=[CH:34][CH:35]=4)([C:36]4[CH:37]=[CH:38][CH:39]=[CH:40][CH:41]=4)[C:24]4[CH:25]=[CH:26][CH:27]=[CH:28][CH:29]=4)[S:20][CH:21]=3)[C:71](=[O:72])[N:45]2[C:46]=1[C:55]([O:57][CH:58]([C:59]1[CH:64]=[CH:63][CH:62]=[CH:61][CH:60]=1)[C:65]1[CH:70]=[CH:69][CH:68]=[CH:67][CH:66]=1)=[O:56])(=[O:54])[NH2:53]. Procedure details: Oxalyl chloride (0.37 ml) was added to a solution of N,N-dimethylformamide (0.38 ml) in methylene chloride (10 ml) at -20° with stirring. After five minutes at 0°, the mixture was recooled to -20° and (Z)-2-cyclopropylmethoxyimino-2-(2-tritylaminothiazol-4-yl)acetic acid (1.94 g) was added. The solution was stirred at 0° for ten minutes before recooling to -20°. A slurry of diphenylmethyl (6R,7R)-7-amino-3-carbamoyloxymethylceph-3-em-4-carboxylate (1.76 g) in methylene chloride (10 ml) containin... The reactants are Cl (hydrochloric acid), ClC1=C(C(=NC(=N1)C1=NC=CC=N1)NS(=O)(=O)C1=CC=C(C=C1)C(C)(C)C)OC1=C(C=CC=C1)OC (N-{6-chloro-2-(2-pyrimidyl)-5-(2-methoxyphenoxy)pyrimidin-4-yl}-4-tert-butylbenzenesulfonamide), C(C)(=O)C1=CC=C(OCCO)C=C1 (2-(4-acetylphenoxy)ethanol), [H-].[Na+] (sodium hydride). Run in CC(=O)N(C)C (dimethylacetamide). Conditions: time 8 hour. Product: C(C)(=O)C1=CC=C(OCCOC2=C(C(=NC(=N2)C2=NC=CC=N2)NS(=O)(=O)C2=CC=C(C=C2)C(C)(C)C)OC2=C(C=CC=C2)OC)C=C1 (N-[6-{2-(4-acetylphenoxy)ethoxy}-2-(2-pyrimidyl)-5-(2-methoxyphenoxy)pyrimidin-4-yl}-4-tert-butylbenzenesulfonamide). The yield is 36.1%. RXN SMILES: Cl[C:2]1[N:7]=[C:6]([C:8]2[N:13]=[CH:12][CH:11]=[CH:10][N:9]=2)[N:5]=[C:4]([NH:14][S:15]([C:18]2[CH:23]=[CH:22][C:21]([C:24]([CH3:27])([CH3:26])[CH3:25])=[CH:20][CH:19]=2)(=[O:17])=[O:16])[C:3]=1[O:28][C:29]1[CH:34]=[CH:33][CH:32]=[CH:31][C:30]=1[O:35][CH3:36].[C:37]([C:40]1[CH:49]=[CH:48][C:43]([O:44][CH2:45][CH2:46][OH:47])=[CH:42][CH:41]=1)(=[O:39])[CH3:38].[H-].[Na+].Cl>CC(N(C)C)=O>[C:37]([C:40]1[CH:49]=[CH:48][C:43]([O:44][CH2:45][CH2:46][O:47][C:2]2[N:7]=[C:6]([C:8]3[N:13]=[CH:12][CH:11]=[CH:10][N:9]=3)[N:5]=[C:4]([NH:14][S:15]([C:18]3[CH:23]=[CH:22][C:21]([C:24]([CH3:27])([CH3:26])[CH3:25])=[CH:20][CH:19]=3)(=[O:17])=[O:16])[C:3]=2[O:28][C:29]2[CH:34]=[CH:33][CH:32]=[CH:31][C:30]=2[O:35][CH3:36])=[CH:42][CH:41]=1)(=[O:39])[CH3:38] |f:2.3|. Procedure details: To a solution of N-{6-chloro-2-(2-pyrimidyl)-5-(2-methoxyphenoxy)pyrimidin-4-yl}-4-tert-butylbenzenesulfonamide (1.05 g) and 2-(4-acetylphenoxy)ethanol (728 mg) in dimethylacetamide (12 ml) is added sodium hydride (240 mg) under ice-cooling, and the mixture is stirred at room temperature overnight. The reaction solution is acidified with 10% hydrochloric acid, and extracted with ethyl acetate. The extract is washed, dried, and evaporated to remove the solvent. The residue is purified by silica g... As a reaction SMILES: [CH3:53][CH2:54][OH:55].[F:1][C:2]([c:3]1[cH:4][c:5]([CH:13]2[CH:14]([CH3:48])[N:15]([CH2:19][c:20]3[c:21](-[c:30]4[cH:31][c:32](-[c:37]5[c:38]([CH3:47])[cH:39][c:40]([C:43](=[O:44])[O:45][CH3:46])[cH:41][cH:42]5)[cH:33][cH:34][c:35]4[Cl:36])[cH:22][cH:23][c:24]([C:26]([F:27])([F:28])[F:29])[cH:25]3)[C:16](=[O:18])[O:17]2)[cH:6][c:7]([C:9]([F:10])([F:11])[F:12])[cH:8]1)([F:49])[F:50].[K+:52].[OH-:51]>>[F:1][C:2]([c:3]1[cH:4][c:5]([CH:13]2[CH:14]([CH3:48])[N:15]([CH2:19][c:20]3[c:21](-[c:30]4[cH:31][c:32](-[c:37]5[c:38]([CH3:47])[cH:39][c:40]([C:43](=[O:44])[OH:45])[cH:41][cH:42]5)[cH:33][cH:34][c:35]4[Cl:36])[cH:22][cH:23][c:24]([C:26]([F:27])([F:28])[F:29])[cH:25]3)[C:16](=[O:18])[O:17]2)[cH:6][c:7]([C:9]([F:10])([F:11])[F:12])[cH:8]1)([F:49])[F:50]. The reactants are CCO, COC(=O)c1ccc(-c2ccc(Cl)c(-c3ccc(C(F)(F)F)cc3CN3C(=O)OC(c4cc(C(F)(F)F)cc(C(F)(F)F)c4)C3C)c2)c(C)c1, [K+], [OH-]. The product is Cc1cc(C(=O)O)ccc1-c1ccc(Cl)c(-c2ccc(C(F)(F)F)cc2CN2C(=O)OC(c3cc(C(F)(F)F)cc(C(F)(F)F)c3)C2C)c1. Starting materials: Cc1cc(Br)cc(C)c1C(=O)N1CCC(N2CCCC2CO)CC1, OB(O)c1cc(C(F)(F)F)cc(C(F)(F)F)c1. The product is Cc1cc(-c2cc(C(F)(F)F)cc(C(F)(F)F)c2)cc(C)c1C(=O)N1CCC(N2CCCC2CO)CC1. Reaction SMILES: [Br:1][c:2]1[cH:3][c:4]([CH3:24])[c:5]([C:9](=[O:10])[N:11]2[CH2:12][CH2:13][CH:14]([N:17]3[CH:18]([CH2:22][OH:23])[CH2:19][CH2:20][CH2:21]3)[CH2:15][CH2:16]2)[c:6]([CH3:8])[cH:7]1.[F:25][C:26]([c:27]1[cH:28][c:29]([B:37]([OH:38])[OH:39])[cH:30][c:31]([C:33]([F:34])([F:35])[F:36])[cH:32]1)([F:40])[F:41]>>[c:2]1(-[c:29]2[cH:28][c:27]([C:26]([F:25])([F:40])[F:41])[cH:32][c:31]([C:33]([F:34])([F:35])[F:36])[cH:30]2)[cH:3][c:4]([CH3:24])[c:5]([C:9](=[O:10])[N:11]2[CH2:12][CH2:13][CH:14]([N:17]3[CH:18]([CH2:22][OH:23])[CH2:19][CH2:20][CH2:21]3)[CH2:15][CH2:16]2)[c:6]([CH3:8])[cH:7]1. Starting materials: C1CCOC1, CO, CCOC(=O)C(c1cc(Cl)c(OCC(F)(F)F)c(-c2ccc(C(F)(F)F)cc2)c1)C1CCCC1, [Li+], [OH-], O, O. Yields the product O=C(O)C(c1cc(Cl)c(OCC(F)(F)F)c(-c2ccc(C(F)(F)F)cc2)c1)C1CCCC1. Reaction SMILES: [CH2:40]1[O:41][CH2:42][CH2:43][CH2:44]1.[CH3:38][OH:39].[Cl:1][c:2]1[cH:3][c:4]([CH:24]([C:25](=[O:26])[O:27][CH2:28][CH3:29])[CH:30]2[CH2:31][CH2:32][CH2:33][CH2:34]2)[cH:5][c:6](-[c:14]2[cH:15][cH:16][c:17]([C:20]([F:21])([F:22])[F:23])[cH:18][cH:19]2)[c:7]1[O:8][CH2:9][C:10]([F:11])([F:12])[F:13].[Li+:37].[OH-:36].[OH2:35].[OH2:45]>>[Cl:1][c:2]1[cH:3][c:4]([CH:24]([C:25](=[O:26])[OH:27])[CH:30]2[CH2:31][CH2:32][CH2:33][CH2:34]2)[cH:5][c:6](-[c:14]2[cH:15][cH:16][c:17]([C:20]([F:21])([F:22])[F:23])[cH:18][cH:19]2)[c:7]1[O:8][CH2:9][C:10]([F:11])([F:12])[F:13]. The reactants are O (Water), OC1=CC=C(C=N1)NC(CC(C)(C)C)=O (N-(6-hydroxy-pyridin-3-yl)-3,3-dimethyl-butyramide), CN(C(=O)Cl)C1=CC=CC=C1 (N-methyl-N-phenylcarbamoyl chloride), N12CCN(CC1)CC2 (1,4-diazabicyclo[2,2,2]octane). The solvent is CCCCCCC (heptane), O1CCCC1 (tetrahydrofuran). Yields the product CC(CC(=O)NC=1C=CC(=NC1)OC(N(C1=CC=CC=C1)C)=O)(C)C (Methyl-phenyl-carbamic acid 5-(3,3-dimethyl-butyrylamino)-pyridin-2-yl ester). Yield: 79.1%. RXN SMILES: [OH:1][C:2]1[N:7]=[CH:6][C:5]([NH:8][C:9](=[O:15])[CH2:10][C:11]([CH3:14])([CH3:13])[CH3:12])=[CH:4][CH:3]=1.[CH3:16][N:17]([C:21]1[CH:26]=[CH:25][CH:24]=[CH:23][CH:22]=1)[C:18](Cl)=[O:19].N12CCN(CC1)CC2.O>O1CCCC1.CCCCCCC>[CH3:13][C:11]([CH3:12])([CH3:14])[CH2:10][C:9]([NH:8][C:5]1[CH:4]=[CH:3][C:2]([O:1][C:18](=[O:19])[N:17]([CH3:16])[C:21]2[CH:26]=[CH:25][CH:24]=[CH:23][CH:22]=2)=[N:7][CH:6]=1)=[O:15]. Procedure details: A solution of N-(6-hydroxy-pyridin-3-yl)-3,3-dimethyl-butyramide (0.42 g, 2.00 mmol), N-methyl-N-phenylcarbamoyl chloride (0.37 g, 2.20 mmol) and 1,4-diazabicyclo[2,2,2]octane (0.25 g, 2.20 mmol) in tetrahydrofuran (20 mL) was stirred at room temperature for 2.5 hours. Water was added and the solution was extracted three times with dichloromethane. The combined organic layers were dried over sodium sulphate, filtered and evaporated in vacuo. The residue was redissolved in ethyl acetate and the s... Starting materials: ClC=1SC(=CN1)CCl (2-chloro-5-(chloromethyl)thiazole), C1(C=2C(C(N1)=O)=CC=CC2)=O.[K] (potassium phthalimide). Solvent: CN(C)C=O (DMF), CN(C)C=O (DMF). Conditions: time 45 minute. Yields the product ClC=1SC(=CN1)CN1C(C=2C(C1=O)=CC=CC2)=O (N-(2-chloro-5-thiazolylmethyl)phthalimide). Yield: 80.4%. RXN SMILES: [C:1]1(=[O:11])[NH:5][C:4](=[O:6])[C:3]2=[CH:7][CH:8]=[CH:9][CH:10]=[C:2]12.[K].[Cl:13][C:14]1[S:15][C:16]([CH2:19]Cl)=[CH:17][N:18]=1>CN(C=O)C>[Cl:13][C:14]1[S:15][C:16]([CH2:19][N:5]2[C:1](=[O:11])[C:2]3=[CH:10][CH:9]=[CH:8][CH:7]=[C:3]3[C:4]2=[O:6])=[CH:17][N:18]=1 |f:0.1,^1:11|. Reported procedure: To a mixture of potassium phthalimide (10.4 g) and dry DMF (100 ml) was dropwise added a solution of 2-chloro-5-(chloromethyl)thiazole (9.0 g) obtained in the same manner as in Example 2, in 10 ml of DMF in an oil bath at 20° C. over 15 min. After completion of the addition stirring was continued at 60° C. for 45 min. followed by separation of insoluble materials by filtration on celite. The filtrate was concentrated under reduced pressure. To the residue was added 100 ml of dichloromethane agai...